describe an organic reaction: reactants, conditions, products, and yield From a dataset of the Open Reaction Database (ORD), a public repository of structured organic reaction records. Product: CC1(CCc2cc(CCCCCc3ccccc3)cs2)COC(=O)N1. Reactants: CC1(CCc2cc(C#CCCCc3ccccc3)cs2)COC(=O)N1, CCO. RXN SMILES: [CH3:1][C:2]1([CH2:8][CH2:9][c:10]2[s:11][cH:12][c:13]([C:15]#[C:16][CH2:17][CH2:18][CH2:19][c:20]3[cH:21][cH:22][cH:23][cH:24][cH:25]3)[cH:14]2)[NH:3][C:4](=[O:7])[O:5][CH2:6]1.[CH3:26][CH2:27][OH:28]>>[CH3:1][C:2]1([CH2:8][CH2:9][c:10]2[s:11][cH:12][c:13]([CH2:15][CH2:16][CH2:17][CH2:18][CH2:19][c:20]3[cH:21][cH:22][cH:23][cH:24][cH:25]3)[cH:14]2)[NH:3][C:4](=[O:7])[O:5][CH2:6]1.